Dataset: the Open Reaction Database (ORD), a public repository of structured organic reaction records. Task: describe an organic reaction: reactants, conditions, products, and yield Reactants: CCOC(C)=O, [F-], Ic1ccc(OC2CN3CCC2CC3)cc1, [K+], [K+], [K+], O=C([O-])[O-], O=C(C=Cc1ccccc1)C=Cc1ccccc1, O=C(C=Cc1ccccc1)C=Cc1ccccc1, O=C(C=Cc1ccccc1)C=Cc1ccccc1, [Pd], [Pd], OB(O)c1ccc2[nH]ccc2c1. Product: c1cc2cc(-c3ccc(OC4CN5CCC4CC5)cc3)ccc2[nH]1. RXN SMILES: [CH3:37][CH2:38][O:39][C:40]([CH3:41])=[O:42].[F-:35].[I:1][c:2]1[cH:3][cH:4][c:5]([O:6][CH:7]2[CH2:8][N:9]3[CH2:10][CH2:11][CH:12]2[CH2:13][CH2:14]3)[cH:15][cH:16]1.[K+:29].[K+:30].[K+:36].[O-:31][C:32]([O-:33])=[O:34].[O:45]=[C:46]([CH:47]=[CH:48][c:49]1[cH:50][cH:51][cH:52][cH:53][cH:54]1)[CH:55]=[CH:56][c:57]1[cH:58][cH:59][cH:60][cH:61][cH:62]1.[O:63]=[C:64]([CH:65]=[CH:66][c:67]1[cH:68][cH:69][cH:70][cH:71][cH:72]1)[CH:73]=[CH:74][c:75]1[cH:76][cH:77][cH:78][cH:79][cH:80]1.[O:81]=[C:82]([CH:83]=[CH:84][c:85]1[cH:86][cH:87][cH:88][cH:89][cH:90]1)[CH:91]=[CH:92][c:93]1[cH:94][cH:95][cH:96][cH:97][cH:98]1.[Pd:43].[Pd:44].[nH:17]1[cH:18][cH:19][c:20]2[cH:21][c:22]([B:26]([OH:27])[OH:28])[cH:23][cH:24][c:25]12>>[c:2]1(-[c:22]2[cH:21][c:20]3[cH:19][cH:18][nH:17][c:25]3[cH:24][cH:23]2)[cH:3][cH:4][c:5]([O:6][CH:7]2[CH2:8][N:9]3[CH2:10][CH2:11][CH:12]2[CH2:13][CH2:14]3)[cH:15][cH:16]1. Reactants: [OH-].[K+] (Potassium hydroxide), C1(=CC=CC=C1)CCC(C#C[Si](C(C)C)(C(C)C)C(C)C)=O (5-Phenyl-1-(triisopropylsilyl)pent-1-yn-3-one), resultant mixture. Reagents/catalysts: CC1=CC=C(C=C1)C(C)C.CC1=CC=C(C=C1)S(=O)(=O)[N-][C@@H](C2=CC=CC=C2)[C@H](C3=CC=CC=C3)N.Cl[Ru+] (RuCl(p-cymene)[(S,S)-Ts-DPEN]). The solvent is C(CC)O (PrOH). Conditions: time 45 minute. Yields the product C1(=CC=CC=C1)CC[C@@H](C#C[Si](C(C)C)(C(C)C)C(C)C)O ((S)-5-Phenyl-1-(triisopropylsilyl)pent-1-yn-3-ol), oil. Isolated yield 99.0%. RXN SMILES: [OH-].[K+].[C:3]1([CH2:9][CH2:10][C:11](=[O:24])[C:12]#[C:13][Si:14]([CH:21]([CH3:23])[CH3:22])([CH:18]([CH3:20])[CH3:19])[CH:15]([CH3:17])[CH3:16])[CH:8]=[CH:7][CH:6]=[CH:5][CH:4]=1>CC1C=CC(C(C)C)=CC=1.CC1C=CC(S([N-][C@H]([C@@H](N)C2C=CC=CC=2)C2C=CC=CC=2)(=O)=O)=CC=1.Cl[Ru+].C(O)CC>[C:3]1([CH2:9][CH2:10][C@H:11]([OH:24])[C:12]#[C:13][Si:14]([CH:18]([CH3:20])[CH3:19])([CH:15]([CH3:17])[CH3:16])[CH:21]([CH3:22])[CH3:23])[CH:8]=[CH:7][CH:6]=[CH:5][CH:4]=1 |f:0.1,3.4.5|. Procedure: Following a modified procedure of Trost (Trost, B. M. et al., J. Am. Chem. Soc. 128, 6745-6754 (2006)); Potassium hydroxide (8.5 mg, 0.15 mmol, 1.2 mol %) and RuCl(p-cymene)[(S,S)-Ts-DPEN] (80.7 mg, 0.127 mmol, 1 mol %) were added to) PrOH (110 ml) and the resultant mixture was stirred for 2 min at r.t. 5-Phenyl-1-(triisopropylsilyl)pent-1-yn-3-one 84 (4.0 g, 12.7 mmol, 1 eq.) was added via syringe and the mixture was stirred at r.t. for 45 min. The mixture was concentrated in vacuo to give the ...